From a dataset of the Open Reaction Database (ORD), a public repository of structured organic reaction records. describe an organic reaction: reactants, conditions, products, and yield Starting materials: O=C([O-])[O-], CC(=O)Oc1cccc(C(=O)Nc2cc(-c3ccccc3)ccc2C(=O)O)c1, CO, [K+], [K+], C1CCOC1, O=C(O)CC(O)(CC(=O)O)C(=O)O. Product: O=C(Nc1cc(-c2ccccc2)ccc1C(=O)O)c1cccc(O)c1. As a reaction SMILES: [C:3](=[O:4])([O-:5])[O-:6].[C:9](=[O:10])([CH3:11])[O:12][c:13]1[cH:14][c:15]([C:16](=[O:17])[NH:18][c:19]2[c:20]([C:21](=[O:22])[OH:23])[cH:24][cH:25][c:26](-[c:28]3[cH:29][cH:30][cH:31][cH:32][cH:33]3)[cH:27]2)[cH:34][cH:35][cH:36]1.[CH3:1][OH:2].[K+:7].[K+:8].[O:50]1[CH2:51][CH2:52][CH2:53][CH2:54]1.[OH:37][C:38]([CH2:39][C:40]([C:41](=[O:42])[OH:43])([CH2:44][C:45](=[O:46])[OH:47])[OH:48])=[O:49]>>[OH:12][c:13]1[cH:14][c:15]([C:16](=[O:17])[NH:18][c:19]2[c:20]([C:21](=[O:22])[OH:23])[cH:24][cH:25][c:26](-[c:28]3[cH:29][cH:30][cH:31][cH:32][cH:33]3)[cH:27]2)[cH:34][cH:35][cH:36]1. Starting materials: CO, OB(O)c1ccc(F)c(Cl)c1, Cc1nccn1Cc1cc(Cl)cnn1, [K+], [K+], O=C([O-])[O-], c1ccc(P(c2ccccc2)(c2ccccc2)[Pd](P(c2ccccc2)(c2ccccc2)c2ccccc2)(P(c2ccccc2)(c2ccccc2)c2ccccc2)P(c2ccccc2)(c2ccccc2)c2ccccc2)cc1. Reaction SMILES: [CH3:32][OH:33].[Cl:15][c:16]1[cH:17][c:18]([B:23]([OH:24])[OH:25])[cH:19][cH:20][c:21]1[F:22].[Cl:1][c:2]1[cH:3][c:4]([CH2:8][n:9]2[c:10]([CH3:14])[n:11][cH:12][cH:13]2)[n:5][n:6][cH:7]1.[K+:26].[K+:27].[O-:28][C:29]([O-:30])=[O:31].[cH:34]1[cH:35][cH:36][c:37]([P:38]([Pd:39]([P:40]([c:41]2[cH:42][cH:43][cH:44][cH:45][cH:46]2)([c:47]2[cH:48][cH:49][cH:50][cH:51][cH:52]2)[c:53]2[cH:54][cH:55][cH:56][cH:57][cH:58]2)([P:59]([c:60]2[cH:61][cH:62][cH:63][cH:64][cH:65]2)([c:66]2[cH:67][cH:68][cH:69][cH:70][cH:71]2)[c:72]2[cH:73][cH:74][cH:75][cH:76][cH:77]2)[P:78]([c:79]2[cH:80][cH:81][cH:82][cH:83][cH:84]2)([c:85]2[cH:86][cH:87][cH:88][cH:89][cH:90]2)[c:91]2[cH:92][cH:93][cH:94][cH:95][cH:96]2)([c:97]2[cH:98][cH:99][cH:100][cH:101][cH:102]2)[c:103]2[cH:104][cH:105][cH:106][cH:107][cH:108]2)[cH:109][cH:110]1>>[ClH:1].[c:2]1(-[c:18]2[cH:17][c:16]([Cl:15])[c:21]([F:22])[cH:20][cH:19]2)[cH:3][c:4]([CH2:8][n:9]2[c:10]([CH3:14])[n:11][cH:12][cH:13]2)[n:5][n:6][cH:7]1. Yields the product Cl, Cc1nccn1Cc1cc(-c2ccc(F)c(Cl)c2)cnn1. Reactants: CC1=CC=C(C=C1)C=CC(=O)C1=CC=C(C=C1)C (4,4'-dimethylchalcone). Reagents/catalysts: [Pd] (palladium on carbon). The solvent is C(C)(=O)O (acetic acid). Reaction conditions: time 8.5 hour. Yields the product C1(=CC=C(C=C1)CCCC1=CC=C(C=C1)C)C (1,3-bis(p-tolyl)propane). Isolated yield 99.4%. Reaction SMILES: [CH3:1][C:2]1[CH:7]=[CH:6][C:5]([CH:8]=[CH:9][C:10]([C:12]2[CH:17]=[CH:16][C:15]([CH3:18])=[CH:14][CH:13]=2)=O)=[CH:4][CH:3]=1>C(O)(=O)C.[Pd]>[C:15]1([CH3:18])[CH:14]=[CH:13][C:12]([CH2:10][CH2:9][CH2:8][C:5]2[CH:4]=[CH:3][C:2]([CH3:1])=[CH:7][CH:6]=2)=[CH:17][CH:16]=1. Procedure details: To a suspension of 2.14 g of 4,4'-dimethylchalcone in 40 ml of acetic acid was added 0.2 g of 5% palladium on carbon. The reaction vessel was purged with hydrogen gas, and the mixture was vigorously stirred at room temperature for 8.5 hours. The reaction mixture was filtered through Celite, and the filtrate was concentrated to give 2.02 g of the title compound. Starting materials: OC1=C(C=C(C=C1)CSC)C(C)=O (2'-hydroxy-5'-(methylthiomethyl)acetophenone), I(=O)(=O)(=O)[O-].[Na+] (sodium metaperiodate). Solvent: CO (MeOH), O (water). Run at time 2 hour. Product: OC1=C(C=C(C=C1)CS(=O)C)C(C)=O (2'-Hydroxy-5'-(methylsulfinylmethyl)acetophenone). The yield is 59.5%. As a reaction SMILES: [OH:1][C:2]1[CH:7]=[CH:6][C:5]([CH2:8][S:9][CH3:10])=[CH:4][C:3]=1[C:11](=[O:13])[CH3:12].I([O-])(=O)(=O)=[O:15].[Na+]>CO.O>[OH:1][C:2]1[CH:7]=[CH:6][C:5]([CH2:8][S:9]([CH3:10])=[O:15])=[CH:4][C:3]=1[C:11](=[O:13])[CH3:12] |f:1.2|. Reported procedure: To a solution of 2'-hydroxy-5'-(methylthiomethyl)acetophenone (2.20 g, 11.0 mmol) in 70 mL MeOH cooled in an ice bath was added a solution of sodium metaperiodate (2.49 g, 12.1 mmol) in 115 mL water. The resulting cloudy mixture was stirred two hours with cooling then partially concentrated in vacuo to remove methanol. The remaining aqueous mixture was extracted with chloroform (3×125 mL). The extract was washed with 50 mL water and brine, dried over sodium sulfate, and filtered. The filtrate wa... Starting materials: ClC=1C=CC=C2C(=NN(C12)CCC)C1=CC=C(C=C1)OC (7-chloro-3-(4-methoxyphenyl)-1-propyl-1H-indazole), 1,3-bis(2,6-diisopropylphenyl)imidazol-2-ylidene HCl, Cl (hydrochloric acid), C1(=CC=CC=C1)[Mg]Br (Phenylmagnesium bromide). Reagents/catalysts: C=1C=CC(=CC1)/C=C/C(=O)/C=C/C2=CC=CC=C2.C=1C=CC(=CC1)/C=C/C(=O)/C=C/C2=CC=CC=C2.C=1C=CC(=CC1)/C=C/C(=O)/C=C/C2=CC=CC=C2.[Pd].[Pd] (tris(dibenzylideneacetone)-dipalladium(0)). Solvent: O1CCOCC1 (dioxane). Reaction conditions: temperature 80 celsius. Product: COC1=CC=C(C=C1)C1=NN(C2=C(C=CC=C12)C1=CC=CC=C1)CCC (3-(4-methoxyphenyl)-7-phenyl-1-propyl-1H-indazole). Yield: 59.2%. RXN SMILES: Cl[C:2]1[CH:3]=[CH:4][CH:5]=[C:6]2[C:10]=1[N:9]([CH2:11][CH2:12][CH3:13])[N:8]=[C:7]2[C:14]1[CH:19]=[CH:18][C:17]([O:20][CH3:21])=[CH:16][CH:15]=1.[C:22]1([Mg]Br)[CH:27]=[CH:26][CH:25]=[CH:24][CH:23]=1.Cl>O1CCOCC1.C1C=CC(/C=C/C(/C=C/C2C=CC=CC=2)=O)=CC=1.C1C=CC(/C=C/C(/C=C/C2C=CC=CC=2)=O)=CC=1.C1C=CC(/C=C/C(/C=C/C2C=CC=CC=2)=O)=CC=1.[Pd].[Pd]>[CH3:21][O:20][C:17]1[CH:18]=[CH:19][C:14]([C:7]2[C:6]3[C:10](=[C:2]([C:22]4[CH:27]=[CH:26][CH:25]=[CH:24][CH:23]=4)[CH:3]=[CH:4][CH:5]=3)[N:9]([CH2:11][CH2:12][CH3:13])[N:8]=2)=[CH:15][CH:16]=1 |f:4.5.6.7.8|. Procedure details: To a stirred solution of 7-chloro-3-(4-methoxyphenyl)-1-propyl-1H-indazole (0.600 g, 0.1.98 mmol) in anhydrous dioxane (8 mL) was added tris(dibenzylideneacetone)-dipalladium(0) (0.036 g, 0.04 mmol) and 1,3-bis(2,6-diisopropylphenyl)imidazol-2-ylidene HCl (0.036 g, 0.08 mmol). Phenylmagnesium bromide (1.18 mL, 3.56 mmol, 3M in diethyl ether) was added and the reaction heated to 80° C. for 3 hours. After this time an additional equivalent of reagents was added and the reaction heated for an addit... The reactants are CCOC(=O)c1ccc(Cl)nc1, CO, CS(C)=O, CCN(C(C)C)C(C)C, NC(=O)C1CCNCC1. Yields the product CCOC(=O)c1ccc(N2CCC(C(N)=O)CC2)nc1. RXN SMILES: [CH2:1]([CH3:2])[O:3][C:4]([c:5]1[cH:6][n:7][c:8]([Cl:11])[cH:9][cH:10]1)=[O:12].[CH3:31][OH:32].[CH3:33][S:34]([CH3:35])=[O:36].[CH:22]([N:23]([CH2:24][CH3:25])[CH:26]([CH3:27])[CH3:28])([CH3:29])[CH3:30].[NH:13]1[CH2:14][CH2:15][CH:16]([C:19](=[O:20])[NH2:21])[CH2:17][CH2:18]1>>[CH2:1]([CH3:2])[O:3][C:4]([c:5]1[cH:6][n:7][c:8]([N:13]2[CH2:14][CH2:15][CH:16]([C:19](=[O:20])[NH2:21])[CH2:17][CH2:18]2)[cH:9][cH:10]1)=[O:12]. RXN SMILES: [CH3:13][CH2:14][OH:15].[Cl:1][c:2]1[c:3]([OH:12])[cH:4][c:5]([N+:9]([O-:10])=[O:11])[c:6]([F:8])[cH:7]1.[Pt:16](=[O:17])=[O:18]>>[Cl:1][c:2]1[c:3]([OH:12])[cH:4][c:5]([NH2:9])[c:6]([F:8])[cH:7]1. Product: Nc1cc(O)c(Cl)cc1F. Reactants: CCO, O=[N+]([O-])c1cc(O)c(Cl)cc1F, O=[Pt]=O.